From a dataset of the Open Reaction Database (ORD), a public repository of structured organic reaction records. describe an organic reaction: reactants, conditions, products, and yield Starting materials: BrC=1C(=NC=CC1)OC1=CC=C(C=C1)NC1=NC=CC=C1 (N-(4-(3-bromopyridin-2-yloxy)phenyl)pyridin-2-amine), C=1C=CC(=CC1)P(C=2C=CC=CC2)C3=CC=C4C=CC=CC4=C3C5=C6C=CC=CC6=CC=C5P(C=7C=CC=CC7)C=8C=CC=CC8 (rac-BINAP), C(=O)([O-])[O-].[Cs+].[Cs+] (Cs2CO3), N1CCCC1 (pyrrolidine). Reagents/catalysts: C=1C=CC(=CC1)/C=C/C(=O)/C=C/C2=CC=CC=C2.C=1C=CC(=CC1)/C=C/C(=O)/C=C/C2=CC=CC=C2.C=1C=CC(=CC1)/C=C/C(=O)/C=C/C2=CC=CC=C2.[Pd].[Pd] (Pd2(dba)3). Solvent: C1(=CC=CC=C1)C (toluene), CO (MeOH). Run at temperature 95 celsius. Yields the product N1(CCCC1)C=1C(=NC=CC1)OC1=CC=C(C=C1)NC1=NC=CC=C1 (N-(4-(3-(PYRROLIDIN-1-YL)PYRIDIN-2-YLOXY)PHENYL)PYRIDIN-2-AMINE). As a reaction SMILES: Br[C:2]1[C:3]([O:8][C:9]2[CH:14]=[CH:13][C:12]([NH:15][C:16]3[CH:21]=[CH:20][CH:19]=[CH:18][N:17]=3)=[CH:11][CH:10]=2)=[N:4][CH:5]=[CH:6][CH:7]=1.C1C=CC(P(C2C(C3C(P(C4C=CC=CC=4)C4C=CC=CC=4)=CC=C4C=3C=CC=C4)=C3C(C=CC=C3)=CC=2)C2C=CC=CC=2)=CC=1.C([O-])([O-])=O.[Cs+].[Cs+].[NH:74]1[CH2:78][CH2:77][CH2:76][CH2:75]1>C1(C)C=CC=CC=1.CO.C1C=CC(/C=C/C(/C=C/C2C=CC=CC=2)=O)=CC=1.C1C=CC(/C=C/C(/C=C/C2C=CC=CC=2)=O)=CC=1.C1C=CC(/C=C/C(/C=C/C2C=CC=CC=2)=O)=CC=1.[Pd].[Pd]>[N:74]1([C:2]2[C:3]([O:8][C:9]3[CH:14]=[CH:13][C:12]([NH:15][C:16]4[CH:21]=[CH:20][CH:19]=[CH:18][N:17]=4)=[CH:11][CH:10]=3)=[N:4][CH:5]=[CH:6][CH:7]=2)[CH2:78][CH2:77][CH2:76][CH2:75]1 |f:2.3.4,8.9.10.11.12|. Procedure: A mixture of N-(4-(3-bromopyridin-2-yloxy)phenyl)pyridin-2-amine (300 mg, 0.88 mmol), rac-BINAP (109 mg, 0.17 mmol), Pd2(dba)3 (80 mg, 0.088 mmol), Cs2CO3 (857 mg, 2.6 mmol) and pyrrolidine (1.31 mmol) in toluene (3.5 mL) was heated to 95° C. for 18 h. The mixture was cooled to room temperature, diluted with MeOH and filtered through Celite. The filtrate was concentrated, dissolved in MeOH and purified with reverse-phase HPLC (Phenomenex Gemini 80 A column, 100×50 mm, 80 ml/min, 10-95% CH3CN/H2O... Starting materials: CCO, [Na+], CCOC(=O)C=Cc1cc(=O)n(CCN2CCC(NCc3ccc4c(c3)OCCO4)CC2)c2cc(OC)ccc12, [OH-], O. Yields the product COc1ccc2c(C=CC(=O)O)cc(=O)n(CCN3CCC(NCc4ccc5c(c4)OCCO5)CC3)c2c1. RXN SMILES: [CH3:1][CH2:2][OH:3].[Na+:45].[O:4]1[CH2:5][CH2:6][O:7][c:8]2[c:9]1[cH:10][cH:11][c:12]([CH2:14][NH:15][CH:16]1[CH2:17][CH2:18][N:19]([CH2:22][CH2:23][n:24]3[c:25](=[O:43])[cH:26][c:27]([CH:36]=[CH:37][C:38](=[O:39])[O:40][CH2:41][CH3:42])[c:28]4[cH:29][cH:30][c:31]([O:34][CH3:35])[cH:32][c:33]34)[CH2:20][CH2:21]1)[cH:13]2.[OH-:44].[OH2:46]>>[O:4]1[CH2:5][CH2:6][O:7][c:8]2[c:9]1[cH:10][cH:11][c:12]([CH2:14][NH:15][CH:16]1[CH2:17][CH2:18][N:19]([CH2:22][CH2:23][n:24]3[c:25](=[O:43])[cH:26][c:27]([CH:36]=[CH:37][C:38](=[O:39])[OH:40])[c:28]4[cH:29][cH:30][c:31]([O:34][CH3:35])[cH:32][c:33]34)[CH2:20][CH2:21]1)[cH:13]2. Starting materials: CC(C)CCC(=O)Cl, ClCCl, CCNC(=O)C(c1ccccc1)N1CCN(c2ccc(N)cc2F)CC1. Yields the product CCNC(=O)C(c1ccccc1)N1CCN(c2ccc(NC(=O)CCC(C)C)cc2F)CC1. As a reaction SMILES: [CH3:27][CH:28]([CH2:29][CH2:30][C:31](=[O:32])[Cl:33])[CH3:34].[Cl:35][CH2:36][Cl:37].[NH2:1][c:2]1[cH:3][c:4]([F:26])[c:5]([N:8]2[CH2:9][CH2:10][N:11]([CH:14]([C:15](=[O:16])[NH:17][CH2:18][CH3:19])[c:20]3[cH:21][cH:22][cH:23][cH:24][cH:25]3)[CH2:12][CH2:13]2)[cH:6][cH:7]1>>[NH:1]([c:2]1[cH:3][c:4]([F:26])[c:5]([N:8]2[CH2:9][CH2:10][N:11]([CH:14]([C:15](=[O:16])[NH:17][CH2:18][CH3:19])[c:20]3[cH:21][cH:22][cH:23][cH:24][cH:25]3)[CH2:12][CH2:13]2)[cH:6][cH:7]1)[C:31]([CH2:30][CH2:29][CH:28]([CH3:27])[CH3:34])=[O:32]. The reactants are CC#N, Cc1cc(C)n(-c2c(Cl)cc(C(F)(F)F)cc2Cl)n1, O=C1CCC(=O)N1I. Product: Cc1nn(-c2c(Cl)cc(C(F)(F)F)cc2Cl)c(C)c1I. Reaction SMILES: [CH3:28][C:29]#[N:30].[Cl:1][c:2]1[c:3](-[n:13]2[n:14][c:15]([CH3:19])[cH:16][c:17]2[CH3:18])[c:4]([Cl:12])[cH:5][c:6]([C:8]([F:9])([F:10])[F:11])[cH:7]1.[I:20][N:21]1[C:22](=[O:23])[CH2:24][CH2:25][C:26]1=[O:27]>>[Cl:1][c:2]1[c:3](-[n:13]2[n:14][c:15]([CH3:19])[c:16]([I:20])[c:17]2[CH3:18])[c:4]([Cl:12])[cH:5][c:6]([C:8]([F:9])([F:10])[F:11])[cH:7]1. The reactants are Cl (hydrochloric acid), C([O-])([O-])=O.[K+].[K+] (potassium carbonate), CC(=CCBr)C (3,3-dimethylallyl bromide), BrC=1C=C(C=CC1)S (3-bromothiophenol). Solvent: CN(C=O)C (dimethylformamide), O (water). Run at time 1 hour. The product is CC(=CCSC1=CC(=CC=C1)Br)C (m-bromophenyl 3-methyl-2-butenyl sulfide). Isolated yield 98.0%. As a reaction SMILES: [Br:1][C:2]1[CH:3]=[C:4]([SH:8])[CH:5]=[CH:6][CH:7]=1.C(=O)([O-])[O-].[K+].[K+].[CH3:15][C:16]([CH3:20])=[CH:17][CH2:18]Br.Cl>CN(C)C=O.O>[CH3:15][C:16]([CH3:20])=[CH:17][CH2:18][S:8][C:4]1[CH:5]=[CH:6][CH:7]=[C:2]([Br:1])[CH:3]=1 |f:1.2.3|. Procedure details: 36 g of 3-bromothiophenol were dissolved in 400 ml of dimethylformamide. After the addition of 27 g of finely powdered potassium carbonate and 29 g of 3,3-dimethylallyl bromide, the mixture was stirred at room temperature for 1 hour, diluted with 500 ml of water, acidified with 3N hydrochloric acid while cooling and extracted with ether. The yellow-brown oil obtained after evaporation was distilled in a high vacuum. There were obtained 48 g of m-bromophenyl 3-methyl-2-butenyl sulfide as a colorl...